Dataset: the Open Reaction Database (ORD), a public repository of structured organic reaction records. Task: describe an organic reaction: reactants, conditions, products, and yield Reactants: CNC(OC1=CC=CC2=CC=CC=C12)=O (1-naphthyl methylcarbamate), N1=CC=CC=C1 (pyridine), S(=O)(Cl)Cl (thionyl chloride), N1=CC=CC=C1 (pyridine), C1(=CC=CC=C1)S (benzenethiol). Run in O1CCCC1 (tetrahydrofuran). Run at time 6 hour. Product: CN(C(OC1=CC=CC2=CC=CC=C12)=O)S(=S)C1=CC=CC=C1 (1-naphthyl (methyl)(phenylthiosulfinyl)carbamate). RXN SMILES: [CH3:1][NH:2][C:3](=[O:15])[O:4][C:5]1[C:14]2[C:9](=[CH:10][CH:11]=[CH:12][CH:13]=2)[CH:8]=[CH:7][CH:6]=1.N1C=CC=CC=1.[S:22](Cl)(Cl)=O.[C:26]1([SH:32])[CH:31]=[CH:30][CH:29]=[CH:28][CH:27]=1>O1CCCC1>[CH3:1][N:2]([S:32]([C:26]1[CH:31]=[CH:30][CH:29]=[CH:28][CH:27]=1)=[S:22])[C:3](=[O:15])[O:4][C:5]1[C:14]2[C:9](=[CH:10][CH:11]=[CH:12][CH:13]=2)[CH:8]=[CH:7][CH:6]=1. Procedure details: To a solution of 1-naphthyl methylcarbamate (4.0 g, 0.02 mol) in 20 ml dry tetrahydrofuran was added 1.9 g pyridine (0.024 mol) and 2.5 g thionyl chloride (0.021 mol). The mixture was stirred at room temperature for 6 hours. The reaction mixture was cooled in an ice-water bath and 1.9 g pyridine was added followed by 2.2 g benzenethiol (0.02 mol) added dropwise. Stirring was continued for an additional 1 hour and the mixture was worked up in the usual manner as previously described in Example I.... The reactants are COC(C1=CC=C(C=C1)CN1C(CCCC1C1=NC=CC=C1C)C1=NC=CC=C1C)=O (4-(3,3″-dimethyl-3′,4′,5′,6′-tetrahydro-2′H-[2,2′;6′,2″]terpyridin-1′-ylmethyl)-benzoic acid methyl ester), O (water), [OH-].[Na+] (NaOH), resultant mixture, Cl (HCl). Run in CO (MeOH). The product is CC=1C(=NC=CC1)C1N(C(CCC1)C1=NC=CC=C1C)CC1=CC=C(C(=O)O)C=C1 (4-(3,3″-dimethyl-3′,4′,5′,6′-tetrahydro-2′H-[2,2′;6′,2″]terpyridin-1′-ylmethyl)-benzoic acid). Yield: 108.5%. Reaction SMILES: C[O:2][C:3](=[O:31])[C:4]1[CH:9]=[CH:8][C:7]([CH2:10][N:11]2[CH:16]([C:17]3[C:22]([CH3:23])=[CH:21][CH:20]=[CH:19][N:18]=3)[CH2:15][CH2:14][CH2:13][CH:12]2[C:24]2[C:29]([CH3:30])=[CH:28][CH:27]=[CH:26][N:25]=2)=[CH:6][CH:5]=1.O.[OH-].[Na+].Cl>CO>[CH3:30][C:29]1[C:24]([CH:12]2[CH2:13][CH2:14][CH2:15][CH:16]([C:17]3[C:22]([CH3:23])=[CH:21][CH:20]=[CH:19][N:18]=3)[N:11]2[CH2:10][C:7]2[CH:6]=[CH:5][C:4]([C:3]([OH:31])=[O:2])=[CH:9][CH:8]=2)=[N:25][CH:26]=[CH:27][CH:28]=1 |f:2.3|. Procedure: To a solution of 4-(3,3″-dimethyl-3′,4′,5′,6′-tetrahydro-2′H-[2,2′;6′,2″]terpyridin-1′-ylmethyl)-benzoic acid methyl ester (0.420 g, 1.01 mmol) in MeOH (5 mL) was added water (5 mL) and solid NaOH (0.448 g, 11.21 mmol). The resultant mixture was heated to reflux overnight then cooled to room temperature. The mixture was adjusted to pH ˜5 with 6 N HCl (˜2 mL) and extracted with CH2Cl2 (5×20 mL). The combined organic extracts were dried (Na2SO4) and concentrated and provided 0.440 g (quantitative ...